This data is from the Open Reaction Database (ORD), a public repository of structured organic reaction records. The task is: describe an organic reaction: reactants, conditions, products, and yield Reactants: ClCC(CC(=O)[O-])=O (4-chloroacetoacetate), C1CCOC1 (THF), Cl (HCl), [H-].[Na+] (sodium hydride), C1CCOC1 (THF), [H-].[Na+] (sodium hydride), N(=[N+]=[N-])CCO (2-azido-ethanol), C1CCOC1 (THF). Procedure: To a slurry of sodium hydride (0.80 g, 60% dispersion, 20 mmol) in anhydrous THF (10 mL) cooled to −30° C. with a dry ice-acetone bath under N2 was slowly added a solution of 4-chloroacetoacetate (3.25 g, 19.75 mmol) in anhydrous THF (10 mL). The mixture was kept cooled at −30° C. and stirred for 30 min. This solution was transferred by cannula to another flask containing a slurry of sodium hydride (0.80 g, 60% dispersion, 20 mmol) and 2-azido-ethanol (1.72 g, 19.8 mmol) in anhydrous THF (30 mL)... Reaction SMILES: [H-].[Na+].Cl[CH2:4][C:5](=[O:10])[CH2:6][C:7]([O-:9])=[O:8].[N:11]([CH2:14][CH2:15][OH:16])=[N+:12]=[N-:13].Cl.[CH2:18]1COC[CH2:19]1>>[CH2:18]([O:9][C:7](=[O:8])[CH2:6][C:5](=[O:10])[CH2:4][O:16][CH2:15][CH2:14][N:11]=[N+:12]=[N-:13])[CH3:19] |f:0.1|. Yields the product C(C)OC(CC(COCCN=[N+]=[N-])=O)=O (4-(2-Azido-ethoxy)-3-oxo-butyric acid ethyl ester). Reaction conditions: temperature -30 celsius, time 30 minute.